From a dataset of the Open Reaction Database (ORD), a public repository of structured organic reaction records. describe an organic reaction: reactants, conditions, products, and yield Reactants: O=C([O-])O, CO, [Cl-], ClCCl, [K+], [NH4+], [Na+], C1CCOC1, [OH-], O=C(c1ccc(-c2ccncc2)cc1)N1CCN(S(=O)(=O)c2cc3ccc(Cl)cc3n2S(=O)(=O)c2ccccc2)CC1. Yields the product O=C(c1ccc(-c2ccncc2)cc1)N1CCN(S(=O)(=O)c2cc3ccc(Cl)cc3[nH]2)CC1. RXN SMILES: [C:47](=[O:48])([OH:49])[O-:50].[CH3:60][OH:61].[Cl-:45].[Cl:57][CH2:58][Cl:59].[K+:44].[NH4+:46].[Na+:51].[O:52]1[CH2:53][CH2:54][CH2:55][CH2:56]1.[OH-:43].[c:1]1([S:2](=[O:3])(=[O:4])[n:10]2[c:11]([S:20](=[O:21])(=[O:22])[N:23]3[CH2:24][CH2:25][N:26]([C:29]([c:30]4[cH:31][cH:32][c:33](-[c:36]5[cH:37][cH:38][n:39][cH:40][cH:41]5)[cH:34][cH:35]4)=[O:42])[CH2:27][CH2:28]3)[cH:12][c:13]3[cH:14][cH:15][c:16]([Cl:19])[cH:17][c:18]23)[cH:5][cH:6][cH:7][cH:8][cH:9]1>>[nH:10]1[c:11]([S:20](=[O:21])(=[O:22])[N:23]2[CH2:24][CH2:25][N:26]([C:29]([c:30]3[cH:31][cH:32][c:33](-[c:36]4[cH:37][cH:38][n:39][cH:40][cH:41]4)[cH:34][cH:35]3)=[O:42])[CH2:27][CH2:28]2)[cH:12][c:13]2[cH:14][cH:15][c:16]([Cl:19])[cH:17][c:18]12. The reactants are BrC1=CC(N(C=C1)C(C(=O)OCC)C(C)C)=O (ethyl 2-(4-bromo-2-oxopyridin-1(2H)-yl)-3-methylbutanoate), ClC=1C=CC(=C(C1)B(O)O)C#N (5-chloro-2-cyanophenylboronic acid), [1,1-bis(diphenylphosphino)ferrocene]palladium(II) chloride monodichloromethane. Yields the product ClC=1C=CC(=C(C1)C1=CC(N(C=C1)C(C(=O)OCC)C(C)C)=O)C#N (Ethyl 2-[4-(5-chloro-2-cyanophenyl)-2-oxopyridin-1(2H)-yl]-3-methylbutanoate). Reaction SMILES: Br[C:2]1[CH:7]=[CH:6][N:5]([CH:8]([CH:14]([CH3:16])[CH3:15])[C:9]([O:11][CH2:12][CH3:13])=[O:10])[C:4](=[O:17])[CH:3]=1.[Cl:18][C:19]1[CH:20]=[CH:21][C:22]([C:28]#[N:29])=[C:23](B(O)O)[CH:24]=1>>[Cl:18][C:19]1[CH:24]=[CH:23][C:22]([C:28]#[N:29])=[C:21]([C:2]2[CH:7]=[CH:6][N:5]([CH:8]([CH:14]([CH3:16])[CH3:15])[C:9]([O:11][CH2:12][CH3:13])=[O:10])[C:4](=[O:17])[CH:3]=2)[CH:20]=1. Reported procedure: 240 mg (purity 92%, 0.73 mmol) of ethyl 2-(4-bromo-2-oxopyridin-1(2H)-yl)-3-methylbutanoate (racemate) and 172 mg (0.95 mmol) of 5-chloro-2-cyanophenylboronic acid in the presence of [1,1-bis(diphenylphosphino)ferrocene]palladium(II) chloride/monodichloromethane adduct were reacted according to General Method 2A. Yield: 117 mg (purity 81%, 36% of theory) The reactants are C#CCNN, O=C1CCC(C2CCCCC2)CC1C(=S)Nc1ccccc1, CC#Cn1nc2c(c1Nc1ccccc1)CC(C1CCCCC1)CC2, CC=Cn1nc2c(c1Nc1ccccc1)CC(C1CCCCC1)CC2. The product is Cn1nc2c(c1Nc1ccccc1)CC(C1CCCCC1)CC2. As a reaction SMILES: [CH2:23]([NH:24][NH2:25])[C:26]#[CH:27].[CH:1]1([CH:2]2[CH2:3][CH2:4][C:5](=[O:6])[CH:7]([C:8](=[S:9])[NH:10][c:11]3[cH:12][cH:13][cH:14][cH:15][cH:16]3)[CH2:17]2)[CH2:18][CH2:19][CH2:20][CH2:21][CH2:22]1.[CH:28]1([CH:34]2[CH2:35][c:36]3[c:37]([NH:46][c:47]4[cH:48][cH:49][cH:50][cH:51][cH:52]4)[n:38]([C:43]#[C:44][CH3:45])[n:39][c:40]3[CH2:41][CH2:42]2)[CH2:29][CH2:30][CH2:31][CH2:32][CH2:33]1.[CH:53]1([CH:54]2[CH2:55][CH2:56][c:57]3[c:58]([c:59]([NH:60][c:61]4[cH:62][cH:63][cH:64][cH:65][cH:66]4)[n:67]([CH:68]=[CH:69][CH3:70])[n:71]3)[CH2:72]2)[CH2:73][CH2:74][CH2:75][CH2:76][CH2:77]1>>[CH:28]1([CH:34]2[CH2:35][c:36]3[c:37]([NH:46][c:47]4[cH:48][cH:49][cH:50][cH:51][cH:52]4)[n:38]([CH3:43])[n:39][c:40]3[CH2:41][CH2:42]2)[CH2:29][CH2:30][CH2:31][CH2:32][CH2:33]1. The reactants are Cl.C(C)(=O)OCC (hydrogen chloride ethyl acetate), C(C)(C)(C)OC(=O)N1CCN(CC1)C1=NC=C(C=C1C)CC (4-(5-Ethyl-3-methylpyridin-2-yl)piperazine-1-carboxylic acid tert-butyl ester), C(C)(=O)OCC (Ethyl acetate). The solvent is C(Cl)(Cl)Cl (chloroform). Run at time 8 hour. Yields the product Cl.C(C)C=1C=C(C(=NC1)N1CCNCC1)C (1-(5-ethyl-3-methylpyridin-2-yl)piperazine hydrochloride). Reaction SMILES: C(OC([N:8]1[CH2:13][CH2:12][N:11]([C:14]2[C:19]([CH3:20])=[CH:18][C:17]([CH2:21][CH3:22])=[CH:16][N:15]=2)[CH2:10][CH2:9]1)=O)(C)(C)C.[ClH:23].C(OCC)(=O)C.C(OCC)(=O)C>C(Cl)(Cl)Cl>[ClH:23].[CH2:21]([C:17]1[CH:18]=[C:19]([CH3:20])[C:14]([N:11]2[CH2:10][CH2:9][NH:8][CH2:13][CH2:12]2)=[N:15][CH:16]=1)[CH3:22] |f:1.2,5.6|. Procedure details: To a mixture of 4-(5-bromo-3-methylpyridin-2-yl)piperazine-1-carboxylic acid tert-butyl ester (11 g), bis(tricyclohexylphosphine)palladium (II) dichloride (1 g), tripotassium phosphate (13 g) and vinylboronic acid pinacol ester (10 g) were added toluene (90 mL) and water (4.5 mL), and the mixture was refluxed for 8 hr. After cooling, the mixture was extracted with ethyl acetate. The organic layer was washed with saturated brine, and the solvent was evaporated. The residue was purified by column ... Starting materials: BrC1=CC=C(CO)C=C1 (p-bromobenzyl alcohol), N1C=NC=C1 (imidazole), CO (methanol), [Si](C)(C)(C(C)(C)C)Cl (tert-butyldimethylsilyl chloride). The solvent is CCCCCC (hexane), C(C)(=O)OCC (ethyl acetate), CN(C)C=O (DMF). The product is BrC1=CC=C(CO[Si](C)(C)C(C)(C)C)C=C1 ((4-bromo-benzyloxy)-tert-butyl-dimethyl-silane). Yield: 90.7%. RXN SMILES: [Br:1][C:2]1[CH:9]=[CH:8][C:5]([CH2:6][OH:7])=[CH:4][CH:3]=1.N1C=CN=C1.[Si:15](Cl)([C:18]([CH3:21])([CH3:20])[CH3:19])([CH3:17])[CH3:16].CO>CN(C=O)C.CCCCCC.C(OCC)(=O)C>[Br:1][C:2]1[CH:9]=[CH:8][C:5]([CH2:6][O:7][Si:15]([C:18]([CH3:21])([CH3:20])[CH3:19])([CH3:17])[CH3:16])=[CH:4][CH:3]=1. Reported procedure: To a solution of p-bromobenzyl alcohol (5.0 g, 26.7 mmol) in DMF (10 mL) was added imidazole (4.54 g, 66.7 mmol) followed by addition of tert-butyldimethylsilyl chloride (6.01 g, 40 mmol). The progress of the reaction was monitored by TLC. When the reaction was complete (about 2 h), methanol was added and diluted by 20% ethyl acetate in hexane. The organic layer was washed several times with water and then with brine, dried, concentrated under reduced pressure to give 7.5 g of the crude product ... The reactants are C([O-])([O-])=O.[Na+].[Na+] (sodium carbonate), C1(CC1)COC1=C(C=CC=C1OC)/C=C/C=1N=C2N(C(C1I)=O)C(=CS2)C (7-{(E)-2-[2-(Cyclopropylmethoxy)-3-methoxyphenyl]vinyl}-6-iodo-3-methyl-5H-[1,3]-thiazolo[3,2-a]pyrimidin-5-one), FC(OC1=CC=C(C=C1)B(O)O)(F)F (4-trifluoromethoxyphenylboronic acid), Pd[(C6H5)3P]4. The solvent is O (water), C1(=CC=CC=C1)C (toluene), C(C)O (ethanol). The product is C1(CC1)COC1=C(C=CC=C1OC)/C=C/C=1N=C2N(C(C1C1=CC=C(C=C1)OC(F)(F)F)=O)C(=CS2)C (7-[(E)-2-(2-Cyclopropylmethoxy-3-methoxyphenyl)-1-ethenyl]-3-methyl-6-[4-(tri fluoromethoxy)phenyl]-5H-[1,3]thiazolo[3,2-a]pyrimidin-5-one). Isolated yield 46.8%. As a reaction SMILES: [CH:1]1([CH2:4][O:5][C:6]2[C:11]([O:12][CH3:13])=[CH:10][CH:9]=[CH:8][C:7]=2/[CH:14]=[CH:15]/[C:16]2[N:17]=[C:18]3[S:26][CH:25]=[C:24]([CH3:27])[N:19]3[C:20](=[O:23])[C:21]=2I)[CH2:3][CH2:2]1.[F:28][C:29]([F:41])([F:40])[O:30][C:31]1[CH:36]=[CH:35][C:34](B(O)O)=[CH:33][CH:32]=1.C(=O)([O-])[O-].[Na+].[Na+]>C1(C)C=CC=CC=1.C(O)C.O>[CH:1]1([CH2:4][O:5][C:6]2[C:11]([O:12][CH3:13])=[CH:10][CH:9]=[CH:8][C:7]=2/[CH:14]=[CH:15]/[C:16]2[N:17]=[C:18]3[S:26][CH:25]=[C:24]([CH3:27])[N:19]3[C:20](=[O:23])[C:21]=2[C:34]2[CH:33]=[CH:32][C:31]([O:30][C:29]([F:28])([F:40])[F:41])=[CH:36][CH:35]=2)[CH2:3][CH2:2]1 |f:2.3.4|. Procedure: The title compound was prepared from Intermediate 17 (100 mg, 0.202 mmol) and 4-trifluoromethoxyphenylboronic acid (58 mg, 0.283 mmol) using Pd[(C6H5)3P]4 (90 mg, 0.008 mmol) and sodium carbonate (128 mg, 1.213 mmol) in toluene (10 ml) and ethanol (5 ml) and water (4 ml) according to the procedure outlined in Example 1 to afford crude residue which was purified by column chromatography using 10% ethyl acetate in petroleum ether to afford 50 mg of the desired product; 1H NMR (300 MHz, DMSO-d6) δ ... Starting materials: COc1cc2c(cc1OC)C(=O)C(CC1CCN(Cc3ccccc3)CC1)C2, CS(=O)(=O)O, CC(C)=O, CCO. Yields the product COc1cc2c(cc1OC)C(=O)C(CC1CCN(Cc3ccccc3)CC1)C2, CS(=O)(=O)O. RXN SMILES: [CH3:1][O:2][c:3]1[cH:4][c:5]2[c:24]([cH:25][c:26]1[O:27][CH3:28])[C:22](=[O:23])[CH:7]([CH2:8][CH:9]1[CH2:10][CH2:11][N:12]([CH2:15][c:16]3[cH:17][cH:18][cH:19][cH:20][cH:21]3)[CH2:13][CH2:14]1)[CH2:6]2.[CH3:29][S:30]([OH:31])(=[O:32])=[O:33].[CH3:34][C:35](=[O:36])[CH3:37].[CH3:38][CH2:39][OH:40]>>[CH3:1][O:2][c:3]1[cH:4][c:5]2[c:24]([cH:25][c:26]1[O:27][CH3:28])[C:22](=[O:23])[CH:7]([CH2:8][CH:9]1[CH2:10][CH2:11][N:12]([CH2:15][c:16]3[cH:17][cH:18][cH:19][cH:20][cH:21]3)[CH2:13][CH2:14]1)[CH2:6]2.[CH3:29][S:30](=[O:31])(=[O:32])[OH:33].